This data is from the Open Reaction Database (ORD), a public repository of structured organic reaction records. The task is: describe an organic reaction: reactants, conditions, products, and yield Starting materials: C1(CCCCC1)N(C(C1=CC=C(C=C1)C(C1=CC(=C(C(=C1)OC)OC)OC)O)=O)C(C)C (N-cyclohexyl-4-[hydroxy(3,4,5-trimethoxyphenyl)methyl]-N-(1-methylethyl)benzamide), [Cr](=O)(=O)([O-])Cl.[NH+]1=CC=CC=C1 (pyridinium chlorochromate), C(C)(=O)[O-].[Na+] (sodium acetate). The solvent is C(Cl)Cl (CH2Cl2), C(Cl)Cl (CH2Cl2), C(C)OCC (ethyl ether). Reaction conditions: time 2 hour. Yields the product C1(CCCCC1)N(C(C1=CC=C(C=C1)C(C1=CC(=C(C(=C1)OC)OC)OC)=O)=O)C(C)C (N-cyclohexyl-N-(1-methylethyl)-4-(3,4,5-trimethoxybenzoyl)benzamide). RXN SMILES: [CH:1]1([N:7]([CH:30]([CH3:32])[CH3:31])[C:8](=[O:29])[C:9]2[CH:14]=[CH:13][C:12]([CH:15]([OH:28])[C:16]3[CH:21]=[C:20]([O:22][CH3:23])[C:19]([O:24][CH3:25])=[C:18]([O:26][CH3:27])[CH:17]=3)=[CH:11][CH:10]=2)[CH2:6][CH2:5][CH2:4][CH2:3][CH2:2]1.[Cr](Cl)([O-])(=O)=O.[NH+]1C=CC=CC=1.C([O-])(=O)C.[Na+]>C(Cl)Cl.C(OCC)C>[CH:1]1([N:7]([CH:30]([CH3:32])[CH3:31])[C:8](=[O:29])[C:9]2[CH:14]=[CH:13][C:12]([C:15](=[O:28])[C:16]3[CH:21]=[C:20]([O:22][CH3:23])[C:19]([O:24][CH3:25])=[C:18]([O:26][CH3:27])[CH:17]=3)=[CH:11][CH:10]=2)[CH2:2][CH2:3][CH2:4][CH2:5][CH2:6]1 |f:1.2,3.4|. Reported procedure: A solution of the compound prepared in Example 14 (500 mg, 1.1 mmol) in CH2Cl2 (5 ml) was added to a stirred slurry of pyridinium chlorochromate (500 mg, 2.3 mmol) and sodium acetate (180 mg, 2.2 mmol) in CH2Cl2 (10 ml). The reaction was stirred for 2 hrs at room temperature and diluted with ethyl ether (50 ml). After stirring the mixture for 15 min., the mixture was filtered through Florisil® activated magnesium silicate (available from Aldrich Chemical Co., Milwaukee, Wisconsin, and the Floris... The reactants are O=C([O-])[O-], [K+], [K+], Nc1ccc2[nH]ncc2c1, C1COCCO1, Clc1nc(-c2cc3ccccc3s2)nc2ncccc12. Product: c1ccc2sc(-c3nc(Nc4ccc5[nH]ncc5c4)c4cccnc4n3)cc2c1. RXN SMILES: [C:31](=[O:32])([O-:33])[O-:34].[K+:35].[K+:36].[NH2:21][c:22]1[cH:23][c:24]2[cH:25][n:26][nH:27][c:28]2[cH:29][cH:30]1.[O:37]1[CH2:38][CH2:39][O:40][CH2:41][CH2:42]1.[s:1]1[c:2](-[c:10]2[n:11][c:12]([Cl:20])[c:13]3[c:14]([n:15]2)[n:16][cH:17][cH:18][cH:19]3)[cH:3][c:4]2[c:5]1[cH:6][cH:7][cH:8][cH:9]2>>[s:1]1[c:2](-[c:10]2[n:11][c:12]([NH:21][c:22]3[cH:23][c:24]4[cH:25][n:26][nH:27][c:28]4[cH:29][cH:30]3)[c:13]3[c:14]([n:15]2)[n:16][cH:17][cH:18][cH:19]3)[cH:3][c:4]2[c:5]1[cH:6][cH:7][cH:8][cH:9]2. Starting materials: N[C@H]1C2=C(C3=C(N(C1=O)CCOCC1=CC=CC=C1)C=CC=C3)C=CC=C2 ((S)-7-amino-5-(2-benzyloxy-ethyl)-5H,7H-dibenzo[b,d]azepin-6-one), C(C)OC(C(C(=O)O)(C)C)=O (2,2-dimethyl-malonic acid monoethyl ester), oil. The product is C(C)OC(C(C(=O)N[C@H]1C2=C(C3=C(N(C1=O)CCOCC1=CC=CC=C1)C=CC=C3)C=CC=C2)(C)C)=O (N—[(S)-5-(2-Benzyloxy-ethyl)-6-oxo-6,7-dihydro-5H-dibenzo[b,d]azepin-7-yl]-2,2-dimethyl-malonamic acid ethyl ester). RXN SMILES: [NH2:1][C@@H:2]1[C:8](=[O:9])[N:7]([CH2:10][CH2:11][O:12][CH2:13][C:14]2[CH:19]=[CH:18][CH:17]=[CH:16][CH:15]=2)[C:6]2[CH:20]=[CH:21][CH:22]=[CH:23][C:5]=2[C:4]2[CH:24]=[CH:25][CH:26]=[CH:27][C:3]1=2.[CH2:28]([O:30][C:31](=[O:38])[C:32]([CH3:37])([CH3:36])[C:33](O)=[O:34])[CH3:29]>>[CH2:28]([O:30][C:31](=[O:38])[C:32]([CH3:37])([CH3:36])[C:33]([NH:1][C@@H:2]1[C:8](=[O:9])[N:7]([CH2:10][CH2:11][O:12][CH2:13][C:14]2[CH:19]=[CH:18][CH:17]=[CH:16][CH:15]=2)[C:6]2[CH:20]=[CH:21][CH:22]=[CH:23][C:5]=2[C:4]2[CH:24]=[CH:25][CH:26]=[CH:27][C:3]1=2)=[O:34])[CH3:29]. Procedure: Using (S)-7-amino-5-(2-benzyloxy-ethyl)-5H,7H-dibenzo[b,d]azepin-6-one and 2,2-dimethyl-malonic acid monoethyl ester, the title compound was prepared in the same manner as described for example 1c. Colorless oil (>98%). MS: m/e=501(M+H+).